This data is from the Open Reaction Database (ORD), a public repository of structured organic reaction records. The task is: describe an organic reaction: reactants, conditions, products, and yield The reactants are [Cl-].[Mg+2].[Cl-] (magnesium chloride), C(C)C(C(=O)[O-])C(=O)[O-].[K+].[K+] (potassium ethylmalonate), C([O-])(O)=O.[Na+] (sodium bicarbonate), N,N-dimethylaminopyridine, C1=CN(C=N1)C(=O)N2C=CN=C2 (N,N-carbonyldiimidazole), COC=1C=C(C2=C(N=C(N2)CCC2=CC=CC=C2)C1)C(=O)O (6-methoxy-2-(2-phenylethyl)benzimidazole-4-carboxylic acid), Cl (hydrochloric acid), [Mg+2].C(CC(=O)[O-])(=O)OCC.C(C)OC(CC(=O)[O-])=O (ethyl malonate magnesium salt). Run in C(C)#N (acetonitrile), C(C)N(CC)CC (Triethylamine), O1CCCC1 (tetrahydrofuran), O (water). Run at time 18 hour. Product: COC=1C=C(C2=C(N=C(N2)CCC2=CC=CC=C2)C1)C(CC(=O)OCC)=O (ethyl 3-(6-methoxy-2-(2-phenylethyl)benzimidazol-4-yl)-3-oxopropanoate). RXN SMILES: [Cl-].[Mg+2].[Cl-].C(C(C([O-])=O)C([O-])=O)C.[K+].[K+].C1N=CN(C(N2C=NC=C2)=O)C=1.[CH3:27][O:28][C:29]1[CH:30]=[C:31](C(O)=O)[C:32]2[NH:36][C:35]([CH2:37][CH2:38][C:39]3[CH:44]=[CH:43][CH:42]=[CH:41][CH:40]=3)=[N:34][C:33]=2[CH:45]=1.[Mg+2].[C:50]([O:56][CH2:57][CH3:58])(=[O:55])[CH2:51][C:52]([O-])=[O:53].C(OC(=O)CC([O-])=O)C.Cl.C(=O)(O)[O-].[Na+]>O.O1CCCC1.C(#N)C.C(N(CC)CC)C>[CH3:27][O:28][C:29]1[CH:30]=[C:31]([C:52](=[O:53])[CH2:51][C:50]([O:56][CH2:57][CH3:58])=[O:55])[C:32]2[NH:36][C:35]([CH2:37][CH2:38][C:39]3[CH:40]=[CH:41][CH:42]=[CH:43][CH:44]=3)=[N:34][C:33]=2[CH:45]=1 |f:0.1.2,3.4.5,8.9.10,12.13|. Procedure: Triethylamine (1.3 mL) and magnesium chloride (1.06 g) were added to anhydrous acetonitrile (15 mL) suspension of potassium ethylmalonate (1.58 g), and the mixture was vigorously stirred at room temperature for 18 hours under an atmosphere of argon. Next, a catalytically effective amount of N,N-dimethylaminopyridine and N,N-carbonyldiimidazole (663 mg) were added to anhydrous tetrahydrofuran (12 mL) suspension of 6-methoxy-2-(2-phenylethyl)benzimidazole-4-carboxylic acid (1.1 g) obtained in Refe...